This data is from the Open Reaction Database (ORD), a public repository of structured organic reaction records. The task is: describe an organic reaction: reactants, conditions, products, and yield Procedure: (R)-N5 -(Cbz)-(R)-N-[1-(4-hydroxyphenyl)ethyl]ornithine amide hydrochloride (28.1 g; 66.6 mmol; from step (c) above) was dissolved in THF (500 mL) and solid sodium bicarbonate (22.4 g; 266.4 mmol; 4 eq.) was slowly added. A solution of diphenylacetylchloride (21.4 g; 66.60 mmol) in THF was then slowly added dropwise over 30 minutes. The reaction was monitored by TLC analysis. After the reaction was judged complete, the solvent was removed under vacuum and the residue was dissolved in a mixture o... RXN SMILES: Cl.[C:2]([NH:12][CH2:13][CH2:14][CH2:15][C@H:16]([C:18]([NH:20][C@@H:21]([C:23]1[CH:28]=[CH:27][C:26]([OH:29])=[CH:25][CH:24]=1)[CH3:22])=[O:19])[NH2:17])([O:4][CH2:5][C:6]1[CH:11]=[CH:10][CH:9]=[CH:8][CH:7]=1)=[O:3].C(=O)(O)[O-].[Na+].[C:35]1([CH:41]([C:45]2[CH:50]=[CH:49][CH:48]=[CH:47][CH:46]=2)[C:42](Cl)=[O:43])[CH:40]=[CH:39][CH:38]=[CH:37][CH:36]=1>C1COCC1>[C:2]([NH:12][CH2:13][CH2:14][CH2:15][C@H:16]([C:18]([NH:20][C@@H:21]([C:23]1[CH:24]=[CH:25][C:26]([OH:29])=[CH:27][CH:28]=1)[CH3:22])=[O:19])[NH:17][C:42](=[O:43])[CH:41]([C:35]1[CH:40]=[CH:39][CH:38]=[CH:37][CH:36]=1)[C:45]1[CH:50]=[CH:49][CH:48]=[CH:47][CH:46]=1)([O:4][CH2:5][C:6]1[CH:7]=[CH:8][CH:9]=[CH:10][CH:11]=1)=[O:3] |f:0.1,2.3|. Run in C1CCOC1 (THF), C1CCOC1 (THF). The product is C(=O)(OCC1=CC=CC=C1)NCCC[C@@H](NC(C(C1=CC=CC=C1)C1=CC=CC=C1)=O)C(=O)N[C@H](C)C1=CC=C(C=C1)O ((R)-N5 -(Cbz)-N2 -(Diphenylacetyl)-(R)-N-[1-(4-hydroxyphenyl)ethyl]-ornithine amide). Reactants: C([O-])(O)=O.[Na+] (sodium bicarbonate), Cl.C(=O)(OCC1=CC=CC=C1)NCCC[C@@H](N)C(=O)N[C@H](C)C1=CC=C(C=C1)O ((R)-N5 -(Cbz)-(R)-N-[1-(4-hydroxyphenyl)ethyl]ornithine amide hydrochloride), C1(=CC=CC=C1)C(C(=O)Cl)C1=CC=CC=C1 (diphenylacetylchloride). Reactants: BrC1=CN=C2C(=N1)C(=CN2COCC[Si](C)(C)C)C(=O)NC(C)(C)C (2-bromo-N-tert-butyl-5-((2-(trimethylsilyl)ethoxy)methyl)-5H-pyrrolo[3,2-b]pyrazine-7-carboxamide), C(C)C=1C=CC=C2C(=NNC12)I (7-ethyl-3-iodo-1H-indazole), C(CCC)[Sn]([Sn](CCCC)(CCCC)CCCC)(CCCC)CCCC (1,1,1,2,2,2-hexabutyldistannane). Reagents/catalysts: C=1C=CC(=CC1)[P](C=2C=CC=CC2)(C=3C=CC=CC3)[Pd]([P](C=4C=CC=CC4)(C=5C=CC=CC5)C=6C=CC=CC6)([P](C=7C=CC=CC7)(C=8C=CC=CC8)C=9C=CC=CC9)[P](C=1C=CC=CC1)(C=1C=CC=CC1)C=1C=CC=CC1 (tetrakis(triphenylphosphine)palladium). Solvent: CN(C)C=O (DMF). Reaction conditions: temperature 115 celsius. Yields the product C(C)(C)(C)NC(=O)C1=CN(C=2C1=NC(=CN2)C2=NNC1=C(C=CC=C21)CC)COCC[Si](C)(C)C (N-tert-butyl-2-(7-ethyl-1H-indazol-3-yl)-5-((2-(trimethylsilyl)ethoxy)methyl)-5H-pyrrolo[3,2-b]pyrazine-7-carboxamide). The yield is 12.2%. RXN SMILES: Br[C:2]1[N:7]=[C:6]2[C:8]([C:19]([NH:21][C:22]([CH3:25])([CH3:24])[CH3:23])=[O:20])=[CH:9][N:10]([CH2:11][O:12][CH2:13][CH2:14][Si:15]([CH3:18])([CH3:17])[CH3:16])[C:5]2=[N:4][CH:3]=1.[CH2:26]([C:28]1[CH:29]=[CH:30][CH:31]=[C:32]2[C:36]=1[NH:35][N:34]=[C:33]2I)[CH3:27].C([Sn](CCCC)(CCCC)[Sn](CCCC)(CCCC)CCCC)CCC>CN(C=O)C.C1C=CC([P]([Pd]([P](C2C=CC=CC=2)(C2C=CC=CC=2)C2C=CC=CC=2)([P](C2C=CC=CC=2)(C2C=CC=CC=2)C2C=CC=CC=2)[P](C2C=CC=CC=2)(C2C=CC=CC=2)C2C=CC=CC=2)(C2C=CC=CC=2)C2C=CC=CC=2)=CC=1>[C:22]([NH:21][C:19]([C:8]1[C:6]2=[N:7][C:2]([C:33]3[C:32]4[C:36](=[C:28]([CH2:26][CH3:27])[CH:29]=[CH:30][CH:31]=4)[NH:35][N:34]=3)=[CH:3][N:4]=[C:5]2[N:10]([CH2:11][O:12][CH2:13][CH2:14][Si:15]([CH3:18])([CH3:17])[CH3:16])[CH:9]=1)=[O:20])([CH3:25])([CH3:24])[CH3:23] |^1:72,74,93,112|. Procedure: To a stirred solution of 2-bromo-N-tert-butyl-5-((2-(trimethylsilyl)ethoxy)methyl)-5H-pyrrolo[3,2-b]pyrazine-7-carboxamide (320 mg, 749 μmol) and 7-ethyl-3-iodo-1H-indazole (244 mg, 898 μmol) in DMF (2.5 mL) was added 1,1,1,2,2,2-hexabutyldistannane (651 mg, 412 μL, 1.12 mmol) under N2. After 10 min tetrakis(triphenylphosphine)palladium (0) (43.3 mg, 37.4 mmol) was added and the reaction mixture heated to 115° C. After 16 h the reaction was cooled and concentrated. The residue was diluted with 1... Reactants: Cc1ncnc2c1C(=O)CCC2, Cc1nc(N)nc2c1C(=O)CC(c1ccccc1-c1ccccc1)C2, OB(O)c1ccncc1. Product: Cc1nc(N)nc2c1C(=O)CC(c1ccccc1-c1ccncc1)C2. RXN SMILES: [CH3:1][c:2]1[c:3]2[c:9]([n:10][cH:11][n:12]1)[CH2:8][CH2:7][CH2:6][C:4]2=[O:5].[NH2:22][c:23]1[n:24][c:25]2[c:30]([c:31]([CH3:33])[n:32]1)[C:29](=[O:34])[CH2:28][CH:27]([c:35]1[c:36](-[c:41]3[cH:42][cH:43][cH:44][cH:45][cH:46]3)[cH:37][cH:38][cH:39][cH:40]1)[CH2:26]2.[n:13]1[cH:14][cH:15][c:16]([B:19]([OH:20])[OH:21])[cH:17][cH:18]1>>[n:13]1[cH:14][cH:15][c:16](-[c:36]2[c:35]([CH:27]3[CH2:26][c:25]4[n:24][c:23]([NH2:22])[n:32][c:31]([CH3:33])[c:30]4[C:29](=[O:34])[CH2:28]3)[cH:40][cH:39][cH:38][cH:37]2)[cH:17][cH:18]1.